describe an organic reaction: reactants, conditions, products, and yield From a dataset of the Open Reaction Database (ORD), a public repository of structured organic reaction records. Starting materials: CC(C)(C)OC(=O)N1CCCC1COc1ccc(O)cc1, COc1cccc(CBr)c1. Product: COc1cccc(COc2ccc(OCC3CCCN3C(=O)OC(C)(C)C)cc2)c1. RXN SMILES: [C:1]([CH3:2])([CH3:3])([CH3:4])[O:5][C:6](=[O:7])[N:8]1[CH:9]([CH2:13][O:14][c:15]2[cH:16][cH:17][c:18]([OH:21])[cH:19][cH:20]2)[CH2:10][CH2:11][CH2:12]1.[CH3:22][O:23][c:24]1[cH:25][c:26]([CH2:27][Br:28])[cH:29][cH:30][cH:31]1>>[C:1]([CH3:2])([CH3:3])([CH3:4])[O:5][C:6](=[O:7])[N:8]1[CH:9]([CH2:13][O:14][c:15]2[cH:16][cH:17][c:18]([O:21][CH2:27][c:26]3[cH:25][c:24]([O:23][CH3:22])[cH:31][cH:30][cH:29]3)[cH:19][cH:20]2)[CH2:10][CH2:11][CH2:12]1. The reactants are ClC1=C(C=CC=C1)C(C1=C(C=CC(=C1)Cl)N1C(=NN=C1)CN1C(C=2C(C1=O)=CC=CC2)=O)=O (2',5-dichloro-2-[3(phthalimidomethyl)-4H-1,2,4-triazol-4-yl]benzophenone), C([O-])(O)=O.[Na+] (sodium bicarbonate). Product: ClC1=C(C=CC=C1)C(C1=C(C=CC(=C1)Cl)N1C(=NN=C1CN1C(C=2C(C1=O)=CC=CC2)=O)CN2CCOCC2)=O (2',5-dichloro-2-[3-(morpholinomethyl)-5-(phthalimidomethyl)-4H-1,2,4-triazol-4yl]-benzophenone). As a reaction SMILES: [Cl:1][C:2]1[CH:7]=[CH:6][CH:5]=[CH:4][C:3]=1[C:8](=[O:33])[C:9]1[CH:14]=[C:13]([Cl:15])[CH:12]=[CH:11][C:10]=1[N:16]1[CH:20]=[N:19][N:18]=[C:17]1[CH2:21][N:22]1[C:26](=[O:27])[C:25]2=[CH:28][CH:29]=[CH:30][CH:31]=[C:24]2[C:23]1=[O:32].[C:34](=[O:37])(O)[O-].[Na+]>>[Cl:1][C:2]1[CH:7]=[CH:6][CH:5]=[CH:4][C:3]=1[C:8](=[O:33])[C:9]1[CH:14]=[C:13]([Cl:15])[CH:12]=[CH:11][C:10]=1[N:16]1[C:17]([CH2:21][N:22]2[C:23](=[O:32])[C:24]3=[CH:31][CH:30]=[CH:29][CH:28]=[C:25]3[C:26]2=[O:27])=[N:18][N:19]=[C:20]1[CH2:17][N:16]1[CH2:20][CH2:34][O:37][CH2:9][CH2:10]1 |f:1.2|. Procedure: In the manner given in Example 13, 2',5-dichloro-2-[3(phthalimidomethyl)-4H-1,2,4-triazol-4-yl]benzophenone is reacted with the above suspension then neutralized with sodium bicarbonate to give 2',5-dichloro-2-[3-(morpholinomethyl)-5-(phthalimidomethyl)-4H-1,2,4-triazol-4yl]-benzophenone. Starting materials: ClC1=C(C=C(C(=O)C2=C(C(=O)O)C=CC=C2)C=C1)[N+](=O)[O-] (2-(4-chloro-3-nitrobenzoyl)benzoic acid), N1=CC=CC=C1 (pyridine), N1=C(F)N=C(F)N=C1F (cyanuric fluoride), O (Water). Solvent: ClCCl (dichloromethane), ClCCl (dichloromethane). Conditions: temperature 0 celsius, time 100 minute. Yields the product ClC1=C(C=C(C=C1)C1(OC(C2=C1C=CC=C2)=O)F)[N+](=O)[O-] (3-(4-chloro-3-nitrophenyl)-3-fluoro-2-benzofuran-1(3H)-one). Isolated yield 90.1%. Reaction SMILES: [Cl:1][C:2]1[CH:18]=[CH:17][C:5]([C:6]([C:8]2[CH:16]=[CH:15][CH:14]=[CH:13][C:9]=2[C:10]([OH:12])=[O:11])=O)=[CH:4][C:3]=1[N+:19]([O-:21])=[O:20].N1C=CC=CC=1.N1C(F)=NC(F)=NC=1[F:30].O>ClCCl>[Cl:1][C:2]1[CH:18]=[CH:17][C:5]([C:6]2([F:30])[C:8]3[CH:16]=[CH:15][CH:14]=[CH:13][C:9]=3[C:10](=[O:12])[O:11]2)=[CH:4][C:3]=1[N+:19]([O-:21])=[O:20]. Procedure details: To a solution of 2-(4-chloro-3-nitrobenzoyl)benzoic acid (6.76 g, 22.00 mmol) in anhydrous dichloromethane (35 ml) at 0° C. pyridine (1.80 ml, 22.00 mmol) was added, followed by the dropwise addition of cyanuric fluoride (2.0 ml, 24.20 mmol) in dichloromethane (4.0 mL). The reaction mixture was stirred for 100 minutes at 0° C. Water (35 mL) was added to the reaction mixture and it was stirred for 10 min at 0° C. The resulting slurry was filtered through a pad of Celite and it was washed with dic... Reactants: O (water), O=CC1=CC(OC)=C(O)C=C1 (vanillin), OO (hydrogen peroxide). Solvent: C(C)(C)O (isopropanol). Run at time 21 hour. Product: COC1=C(C(=CC(=C1)C=O)C2=CC(=CC(=C2O)OC)C=O)O (dehydrodivanillin). Isolated yield 82.0%. RXN SMILES: [OH2:1].[O:2]=[CH:3][C:4]1[CH:12]=[CH:11][C:9]([OH:10])=[C:6]([O:7][CH3:8])[CH:5]=1.OO>C(O)(C)C>[CH3:8][O:7][C:6]1[CH:5]=[C:4]([CH:3]=[O:2])[CH:12]=[C:11]([C:11]2[C:9]([OH:1])=[C:6]([O:7][CH3:8])[CH:5]=[C:4]([CH:3]=[O:2])[CH:12]=2)[C:9]=1[OH:10]. Reported procedure: A 2 liter, round bottom flask was charged with 261.7 milligrams (13085 units) of medium purity, soybean peroxidase, 600 mL water, 900 mL isopropanol, and 157.36 grams (1.0342 moles) vanillin. The mixture was heated to 45°-50° C. Over 18-24 hours, 120 mL of 30% hydrogen peroxide was then metered into the reaction mixture. The product precipitated out of solution during peroxide addition affording 127.63 grams (82% theory) of dehydrodivanillin (CAS Registry No. 2092-49-1) which has the following c...